Task: describe an organic reaction: reactants, conditions, products, and yield. Dataset: the Open Reaction Database (ORD), a public repository of structured organic reaction records The reactants are CCOC(=O)Nc1ccc(-c2cnc(CSCCOc3ccccc3)o2)cc1, CN(C)CCN. The product is CN(C)CCNC(=O)Nc1ccc(-c2cnc(CSCCOc3ccccc3)o2)cc1. Reaction SMILES: [CH2:1]([O:2][C:4]([NH:5][c:6]1[cH:7][cH:8][c:9](-[c:12]2[cH:13][n:14][c:15]([CH2:17][S:18][CH2:19][CH2:20][O:21][c:22]3[cH:23][cH:24][cH:25][cH:26][cH:27]3)[o:16]2)[cH:10][cH:11]1)=[O:28])[CH3:3].[CH3:29][N:30]([CH2:31][CH2:32][NH2:33])[CH3:34]>>[C:4]([NH:5][c:6]1[cH:7][cH:8][c:9](-[c:12]2[cH:13][n:14][c:15]([CH2:17][S:18][CH2:19][CH2:20][O:21][c:22]3[cH:23][cH:24][cH:25][cH:26][cH:27]3)[o:16]2)[cH:10][cH:11]1)(=[O:28])[NH:33][CH2:32][CH2:31][N:30]([CH3:29])[CH3:34]. Starting materials: [Li+].C[Si](C)(C)[N-][Si](C)(C)C.C1CCOC1 (LiHMDS THF), FC1=CC=C2CC(NC2=C1)=O (6-fluorooxindole), BrC1=CC(OC1)=O (4-Bromo-5H-furan-2-one). The solvent is C1CCOC1 (THF), C1CCOC1 (THF). Conditions: temperature 0 celsius, time 10 minute. Yields the product BrC1=CC(OC1)=C1C(NC2=CC(=CC=C12)F)=O (3-(4-bromo-5H-furan-2-ylidene)-6-fluoro-1,3-dihydro-indol-2-one). As a reaction SMILES: [F:1][C:2]1[CH:10]=[C:9]2[C:5]([CH2:6][C:7](=[O:11])[NH:8]2)=[CH:4][CH:3]=1.[Li+].C[Si]([N-][Si](C)(C)C)(C)C.C1COCC1.[Br:27][C:28]1[CH2:32][O:31][C:30](=O)[CH:29]=1>C1COCC1>[Br:27][C:28]1[CH2:32][O:31][C:30](=[C:6]2[C:5]3[C:9](=[CH:10][C:2]([F:1])=[CH:3][CH:4]=3)[NH:8][C:7]2=[O:11])[CH:29]=1 |f:1.2.3|. Procedure: To a 0° C. stirred solution of 6-fluorooxindole (370 mg, 2.45 mmol) in anhydrous THF (10 mL) was added 1M LiHMDS/THF solution (4.9 mL, 4.9 mmol). The mixture was stirred at 0° C. for 10 minutes. 4-Bromo-5H-furan-2-one (200 mg, 1.23) was added as a solution in 2 mL of THF. The resulting mixture was stirred at 0° C. for 30 minutes, then at room temperature for 1 hour and quenched with 10 mL of 2M HCl. Methanol (5 mL) was added and the mixture was stirred at 50° C. for 0.5 hour. The mixture was pou... Starting materials: [Br-].CC1(SC2=C(S1)C=CC(=C2)C(C)[P+](C2=CC=CC=C2)(C2=CC=CC=C2)C2=CC=CC=C2)C ([1-(2,2-dimethyl-1,3-benzodithiol-5-yl)ethyl]triphenylphosphonium bromide), C(=O)C1=CC=C(C(=O)OC)C=C1 (methyl 4-formyl-benzoate). The product is CC1(SC2=C(S1)C=CC(=C2)/C(=C/C2=CC=C(C(=O)OC)C=C2)/C)C (methyl p-[(E)-2-(2,2-dimethyl-1,3-benzo-dithiol-5-yl)propenyl]benzoate). RXN SMILES: [Br-].[CH3:2][C:3]1([CH3:33])[S:7][C:6]2[CH:8]=[CH:9][C:10]([CH:12]([P+](C3C=CC=CC=3)(C3C=CC=CC=3)C3C=CC=CC=3)[CH3:13])=[CH:11][C:5]=2[S:4]1.[CH:34]([C:36]1[CH:45]=[CH:44][C:39]([C:40]([O:42][CH3:43])=[O:41])=[CH:38][CH:37]=1)=O>>[CH3:33][C:3]1([CH3:2])[S:7][C:6]2[CH:8]=[CH:9][C:10](/[C:12](/[CH3:13])=[CH:34]/[C:36]3[CH:45]=[CH:44][C:39]([C:40]([O:42][CH3:43])=[O:41])=[CH:38][CH:37]=3)=[CH:11][C:5]=2[S:4]1 |f:0.1|. Procedure: 28.9 g of aluminum chloride were added portionwise at 0° C. to 16.8 ml of acetyl chloride in 360 ml of methylene chloride. After an additional 30 minutes at 0° C., a solution of 35.9 g of 2,2-dimethyl-1,3-benzodithiol in 180 ml of methylene chloride was slowly added dropwise and the mixture was stirred at 0° C. for an additional 12 hours and thereafter at 20° C. for 5 hours. Thereafter, the mixture was poured on to ice, extracted with methylene chloride and the extracts were washed neutral with ...